The task is: describe an organic reaction: reactants, conditions, products, and yield. This data is from the Open Reaction Database (ORD), a public repository of structured organic reaction records. Starting materials: CN (methylamine), OC=1C=C(C=CC1)CC(=O)O (3-hydroxyphenylacetic acid), C(C(=O)Cl)(=O)Cl (oxalyl chloride), N1=CC=CC=C1 (pyridine). Run in C(Cl)Cl (methylene chloride). Conditions: time 90 minute. The product is CNC(CC1=CC(=CC=C1)O)=O (N-methyl-3-hydroxyphenylacetamide). Isolated yield 24.0%. Reaction SMILES: [OH:1][C:2]1[CH:3]=[C:4]([CH2:8][C:9]([OH:11])=O)[CH:5]=[CH:6][CH:7]=1.C(Cl)(=O)C(Cl)=O.[N:18]1C=CC=C[CH:19]=1.CN>C(Cl)Cl>[CH3:19][NH:18][C:9](=[O:11])[CH2:8][C:4]1[CH:5]=[CH:6][CH:7]=[C:2]([OH:1])[CH:3]=1. Procedure: A solution of 3-hydroxyphenylacetic acid (1.00 g, 6.57 mmol) and oxalyl chloride (0.63 mL, 7.22 mmol) in methylene chloride (20 mL) was treated dropwise with pyridine (0.6 mL, 7.37 mmol), stirred for 90 min, poured into 40% aqueous methylamine (30 mL), stirred for 15 min, concentrated, dissolved into 1M HCl and extracted with ethyl acetate. The extracts were washed with brine, dried (MgSO4) and concentrated. The residue was chromatographed on silica gel with ethyl acetate to provide 260 mg of th...